This data is from the Open Reaction Database (ORD), a public repository of structured organic reaction records. The task is: describe an organic reaction: reactants, conditions, products, and yield Starting materials: CN1C(=CC=C1)C(=O)N1CCN(CC1)C(=O)NC1CCN(CC1)C1=CC=C(C=C1)C=CC(=O)N1CCOCC1 (4-((1-methylpyrrol-2-yl)-carbonyl)-N-(1-(4-(3-morpholino-3-oxopropen-1-yl)-phenyl)-piperidin-4-yl)-1-piperazinecarboxamide), [H][H] (hydrogen). The reagents and catalysts are [Pd] (Pd—C). Run in C1CCOC1 (THF), CO (methanol). Yields the product CN1C(=CC=C1)C(=O)N1CCN(CC1)C(=O)NC1CCN(CC1)C1=CC=C(C=C1)CCC(=O)N1CCOCC1 (4-((1-methylpyrrol-2-yl)-carbonyl)-N-(1-(4-(3-morpholino-3-oxopropyl)-phenyl)-piperidin-4-yl)-1-piperazinecarboxamide). RXN SMILES: [CH3:1][N:2]1[CH:6]=[CH:5][CH:4]=[C:3]1[C:7]([N:9]1[CH2:14][CH2:13][N:12]([C:15]([NH:17][CH:18]2[CH2:23][CH2:22][N:21]([C:24]3[CH:29]=[CH:28][C:27]([CH:30]=[CH:31][C:32]([N:34]4[CH2:39][CH2:38][O:37][CH2:36][CH2:35]4)=[O:33])=[CH:26][CH:25]=3)[CH2:20][CH2:19]2)=[O:16])[CH2:11][CH2:10]1)=[O:8].[H][H]>C1COCC1.CO.[Pd]>[CH3:1][N:2]1[CH:6]=[CH:5][CH:4]=[C:3]1[C:7]([N:9]1[CH2:10][CH2:11][N:12]([C:15]([NH:17][CH:18]2[CH2:23][CH2:22][N:21]([C:24]3[CH:29]=[CH:28][C:27]([CH2:30][CH2:31][C:32]([N:34]4[CH2:35][CH2:36][O:37][CH2:38][CH2:39]4)=[O:33])=[CH:26][CH:25]=3)[CH2:20][CH2:19]2)=[O:16])[CH2:13][CH2:14]1)=[O:8]. Procedure: The 4-((1-methylpyrrol-2-yl)-carbonyl)-N-(1-(4-(3-morpholino-3-oxopropen-1-yl)-phenyl)-piperidin-4-yl)-1-piperazinecarboxamide (100 mg, 0.19 mmol) obtained in Example 11 was dissolved in THF (20 ml) and methanol (5 ml), and 10% Pd—C (39 mg) was added thereto, followed by stirring in a hydrogen atmosphere for 12 hours. After the insoluble material was filtered with Celite, the filtrate was evaporated under reduced pressure, thereby obtaining 4-((1-methylpyrrol-2-yl)-carbonyl)-N-(1-(4-(3-morpholin... The reactants are [Li]C(C)(C)C, Cc1cc2ncn(C)c2cc1C, O=C1CCC(=O)N1I, C1CCOC1. Yields the product Cc1cc2nc(I)n(C)c2cc1C. RXN SMILES: [C:13]([Li:14])([CH3:15])([CH3:16])[CH3:17].[CH3:1][n:2]1[cH:3][n:4][c:5]2[c:6]1[cH:7][c:8]([CH3:12])[c:9]([CH3:11])[cH:10]2.[O:18]=[C:19]1[N:20]([I:25])[C:21](=[O:22])[CH2:23][CH2:24]1.[O:26]1[CH2:27][CH2:28][CH2:29][CH2:30]1>>[CH3:1][n:2]1[c:3]([I:25])[n:4][c:5]2[c:6]1[cH:7][c:8]([CH3:12])[c:9]([CH3:11])[cH:10]2.